Task: describe an organic reaction: reactants, conditions, products, and yield. Dataset: the Open Reaction Database (ORD), a public repository of structured organic reaction records Reactants: ClCCl, CSc1ccc(C)c(C(O)c2cnc(Oc3ccc(F)cc3F)nc2Oc2ccc(F)cc2F)c1, O=[Mn]=O. Product: CSc1ccc(C)c(C(=O)c2cnc(Oc3ccc(F)cc3F)nc2Oc2ccc(F)cc2F)c1. As a reaction SMILES: [CH2:36]([Cl:37])[Cl:38].[F:1][c:2]1[c:3]([O:4][c:5]2[n:6][cH:7][c:8]([CH:20]([OH:21])[c:22]3[c:23]([CH3:30])[cH:24][cH:25][c:26]([S:28][CH3:29])[cH:27]3)[c:9]([O:11][c:12]3[c:13]([F:19])[cH:14][c:15]([F:18])[cH:16][cH:17]3)[n:10]2)[cH:31][cH:32][c:33]([F:35])[cH:34]1.[O:39]=[Mn:40]=[O:41]>>[F:1][c:2]1[c:3]([O:4][c:5]2[n:6][cH:7][c:8]([C:20](=[O:21])[c:22]3[c:23]([CH3:30])[cH:24][cH:25][c:26]([S:28][CH3:29])[cH:27]3)[c:9]([O:11][c:12]3[c:13]([F:19])[cH:14][c:15]([F:18])[cH:16][cH:17]3)[n:10]2)[cH:31][cH:32][c:33]([F:35])[cH:34]1.